This data is from the Open Reaction Database (ORD), a public repository of structured organic reaction records. The task is: describe an organic reaction: reactants, conditions, products, and yield Product: C1(=CC=CC=C1)NC(=O)NC1=CC=C(C=C1)C (1-Phenyl-3-p-tolylurea). The reagents and catalysts are C=1C=CC(=CC1)/C=C/C(=O)/C=C/C2=CC=CC=C2.C=1C=CC(=CC1)/C=C/C(=O)/C=C/C2=CC=CC=C2.C=1C=CC(=CC1)/C=C/C(=O)/C=C/C2=CC=CC=C2.[Pd].[Pd] (tris(dibenzylideneacetone)dipalladium(0)). Procedure details: In a nitrogen-atmosphere glovebox, a microwave vial equipped with a magnetic stir bar was charged with phenylurea (100 mg, 0.734 mmol, 1 equivalent), potassium phosphate (234 mg, 1.10 mmol, 1.5 equivalents), tris(dibenzylideneacetone)dipalladium(0) (Pd2dba3) (6.7 mg, 0.00734 mmol, 0.01 equivalents) and phosphine ligand (0.029 mmol, 0.04 equivalents). Then 1,2-dimethoxyethane (1.34 mL) was syringed into the vial. After stirring the mixture for 1 hour at room temperature, 4-chlorotoluene (96 μL, 0... The solvent is CO (methanol), O (water), CN(C=O)C (dimethylformamide), COCCOC (1,2-dimethoxyethane). Reaction SMILES: [C:1]1([NH:7][C:8]([NH2:10])=[O:9])[CH:6]=[CH:5][CH:4]=[CH:3][CH:2]=1.P([O-])([O-])([O-])=O.[K+].[K+].[K+].P.Cl[C:21]1[CH:26]=[CH:25][C:24]([CH3:27])=[CH:23][CH:22]=1>CN(C)C=O.C1C=CC(/C=C/C(/C=C/C2C=CC=CC=2)=O)=CC=1.C1C=CC(/C=C/C(/C=C/C2C=CC=CC=2)=O)=CC=1.C1C=CC(/C=C/C(/C=C/C2C=CC=CC=2)=O)=CC=1.[Pd].[Pd].O.CO.COCCOC>[C:1]1([NH:7][C:8]([NH:10][C:21]2[CH:26]=[CH:25][C:24]([CH3:27])=[CH:23][CH:22]=2)=[O:9])[CH:6]=[CH:5][CH:4]=[CH:3][CH:2]=1 |f:1.2.3.4,8.9.10.11.12|. Reaction conditions: time 1 hour. Reactants: ClC1=CC=C(C=C1)C (4-chlorotoluene), C1(=CC=CC=C1)NC(=O)N (phenylurea), P(=O)([O-])([O-])[O-].[K+].[K+].[K+] (potassium phosphate), P (phosphine). The reactants are CN1CCOCC1, O=C(Cl)c1ccc(-c2nc3cc(Cl)ccc3[nH]2)cc1, ClCCl, C1CNC(CN2CCCC2)C1. Product: O=C(c1ccc(-c2nc3cc(Cl)ccc3[nH]2)cc1)N1CCCC1CN1CCCC1. Reaction SMILES: [CH3:12][N:13]1[CH2:14][CH2:15][O:16][CH2:17][CH2:18]1.[Cl:19][c:20]1[cH:21][c:22]2[c:23]([nH:24][c:25](-[c:27]3[cH:28][cH:29][c:30]([C:31](=[O:32])[Cl:33])[cH:34][cH:35]3)[n:26]2)[cH:36][cH:37]1.[Cl:38][CH2:39][Cl:40].[NH:1]1[CH:2]([CH2:6][N:7]2[CH2:8][CH2:9][CH2:10][CH2:11]2)[CH2:3][CH2:4][CH2:5]1>>[N:1]1([C:31]([c:30]2[cH:29][cH:28][c:27](-[c:25]3[nH:24][c:23]4[c:22]([cH:21][c:20]([Cl:19])[cH:37][cH:36]4)[n:26]3)[cH:35][cH:34]2)=[O:32])[CH:2]([CH2:6][N:7]2[CH2:8][CH2:9][CH2:10][CH2:11]2)[CH2:3][CH2:4][CH2:5]1. Reactants: Cc1ccc(S(=O)(=O)O)cc1, CO, Cc1ccc(NC(=O)C2(c3ccc4c(c3)OC(F)(F)O4)CC2)nc1-c1cccc(OCC2COC(C)(C)O2)c1, O. The product is Cc1ccc(NC(=O)C2(c3ccc4c(c3)OC(F)(F)O4)CC2)nc1-c1cccc(OCC(O)CO)c1. RXN SMILES: [CH3:40][c:41]1[cH:42][cH:43][c:44]([S:45](=[O:46])(=[O:47])[OH:48])[cH:49][cH:50]1.[CH3:51][OH:52].[F:1][C:2]1([F:39])[O:3][c:4]2[c:5]([cH:7][cH:8][c:9]([C:11]3([C:14](=[O:15])[NH:16][c:17]4[n:18][c:19](-[c:24]5[cH:25][c:26]([O:30][CH2:31][CH:32]6[O:33][C:34]([CH3:37])([CH3:38])[O:35][CH2:36]6)[cH:27][cH:28][cH:29]5)[c:20]([CH3:23])[cH:21][cH:22]4)[CH2:12][CH2:13]3)[cH:10]2)[O:6]1.[OH2:53]>>[F:1][C:2]1([F:39])[O:3][c:4]2[c:5]([cH:7][cH:8][c:9]([C:11]3([C:14](=[O:15])[NH:16][c:17]4[n:18][c:19](-[c:24]5[cH:25][c:26]([O:30][CH2:31][CH:32]([OH:33])[CH2:36][OH:35])[cH:27][cH:28][cH:29]5)[c:20]([CH3:23])[cH:21][cH:22]4)[CH2:12][CH2:13]3)[cH:10]2)[O:6]1. Starting materials: C(C)(C)N(CCC(C#N)C1=NC=CC=C1)C(C)C (α-[2-(diisopropylamino)ethyl]-α-(2-pyridyl)acetonitrile), C(C)(C)N(CCC(C#N)C1=CC=CC=C1)C(C)C (α-[2-(diisopropylamino)ethyl]-α-phenylacetonitrile). The product is C(C)(C)N(CCC(C#N)(C1=NC=CC=C1)CCN(C(C)C)C(C)C)C(C)C (α,α-bis[2-(diisopropylamino)ethyl]-α-(2-pyridyl)acetonitrile). RXN SMILES: [CH:1]([N:4]([CH:16]([CH3:18])[CH3:17])[CH2:5][CH2:6][CH:7]([C:10]1[CH:15]=[CH:14][CH:13]=[CH:12][N:11]=1)[C:8]#[N:9])([CH3:3])[CH3:2].[CH:19]([N:22]([CH:34]([CH3:36])[CH3:35])[CH2:23][CH2:24]C(C1C=CC=CC=1)C#N)([CH3:21])[CH3:20]>>[CH:16]([N:4]([CH:1]([CH3:3])[CH3:2])[CH2:5][CH2:6][C:7]([CH2:24][CH2:23][N:22]([CH:34]([CH3:36])[CH3:35])[CH:19]([CH3:21])[CH3:20])([C:10]1[CH:15]=[CH:14][CH:13]=[CH:12][N:11]=1)[C:8]#[N:9])([CH3:18])[CH3:17]. Reported procedure: Substitution of an equivalent quantity of the preceding acetonitrile for α-[2-(diisopropylamino)ethyl]-α-phenylacetonitrile called for in Example 2, Method B and substantial repetition of the procedure detailed in that example, affords α,α-bis[2-(diisopropylamino)ethyl]-α-(2-pyridyl)acetonitrile, as an oil boiling at about 155°-160° C. at 0.3 mm. pressure. The reactants are Br.C(C1=CC=CC=C1)OC=1C=C(C=CC1OCC1=CC=CC=C1)C=1N=C(SC1)N (4-(3,4-bis-benzyloxy-phenyl)-thiazol-2-ylamine hydrobromide), C1(=CC=C(C=C1)S(=O)(=O)Cl)C (p-toluenesulfonyl chloride), Cl (hydrochloric acid). Solvent: N1=CC=CC=C1 (pyridine). Conditions: time 30 minute. Product: C(C1=CC=CC=C1)OC=1C=C(C=CC1OCC1=CC=CC=C1)C=1N=C(SC1)NS(=O)(=O)C1=CC=C(C=C1)C (N-[4-(3,4-bis-benzyloxy-phenyl)-thiazol-2-yl]-4-methyl-benzenesulfonamide). The yield is 57.1%. Reaction SMILES: Br.[CH2:2]([O:9][C:10]1[CH:11]=[C:12]([C:24]2[N:25]=[C:26]([NH2:29])[S:27][CH:28]=2)[CH:13]=[CH:14][C:15]=1[O:16][CH2:17][C:18]1[CH:23]=[CH:22][CH:21]=[CH:20][CH:19]=1)[C:3]1[CH:8]=[CH:7][CH:6]=[CH:5][CH:4]=1.[C:30]1([CH3:40])[CH:35]=[CH:34][C:33]([S:36](Cl)(=[O:38])=[O:37])=[CH:32][CH:31]=1.Cl>N1C=CC=CC=1>[CH2:2]([O:9][C:10]1[CH:11]=[C:12]([C:24]2[N:25]=[C:26]([NH:29][S:36]([C:33]3[CH:34]=[CH:35][C:30]([CH3:40])=[CH:31][CH:32]=3)(=[O:38])=[O:37])[S:27][CH:28]=2)[CH:13]=[CH:14][C:15]=1[O:16][CH2:17][C:18]1[CH:23]=[CH:22][CH:21]=[CH:20][CH:19]=1)[C:3]1[CH:8]=[CH:7][CH:6]=[CH:5][CH:4]=1 |f:0.1|. Reported procedure: A mixture of 0.5 g of 4-(3,4-bis-benzyloxy-phenyl)-thiazol-2-ylamine hydrobromide with 0.23 g of p-toluenesulfonyl chloride was stirred overnight with 2 ml of pyridine. The resulting, red colored solution was poured into 50 ml of 1N hydrochloric acid and extracted three times with 50 ml of methylene chloride each time. The organic extracts were combined, dried with magnesium sulphate and concentrated. The residue was dissolved in a mixture of 20 ml of ethanol and 15 ml of 2N sodium hydroxide sol... The reactants are OC=1C=C(C(=O)O)C=CC1 (3-Hydroxybenzoic acid), [I-].[Na+] (sodium iodide), Cl[O-].[Na+] (sodium hypochlorite). The product is IC1=C(C=C(C(=O)O)C=C1)O (4-iodo-3-hydroxybenzoic acid). As a reaction SMILES: [OH:1][C:2]1[CH:3]=[C:4]([CH:8]=[CH:9][CH:10]=1)[C:5]([OH:7])=[O:6].[I-:11].[Na+].Cl[O-].[Na+]>>[I:11][C:10]1[CH:9]=[CH:8][C:4]([C:5]([OH:7])=[O:6])=[CH:3][C:2]=1[OH:1] |f:1.2,3.4|. Procedure: 3-Hydroxybenzoic acid (V) is iodinated in the presence of sodium iodide and of sodium hypochlorite in order to give 4-iodo-3-hydroxybenzoic acid (VI).